From a dataset of the Open Reaction Database (ORD), a public repository of structured organic reaction records. describe an organic reaction: reactants, conditions, products, and yield The reactants are Cn1cc(B2OC(C)(C)C(C)(C)O2)cn1, CC(C)(C)OC(=O)N1CCN(CC(O)c2ccc3ccc4ncc(Cl)cc4c(=O)c3c2)CC1, [F-], [K+], O=C(C=Cc1ccccc1)C=Cc1ccccc1, O=C(C=Cc1ccccc1)C=Cc1ccccc1, O=C(C=Cc1ccccc1)C=Cc1ccccc1, [Pd], [Pd]. Yields the product Cn1cc(-c2cnc3ccc4ccc(C(O)CN5CCN(C(=O)OC(C)(C)C)CC5)cc4c(=O)c3c2)cn1. RXN SMILES: [CH3:34][n:35]1[n:36][cH:37][c:38]([B:40]2[O:41][C:42]([CH3:43])([CH3:44])[C:45]([CH3:46])([CH3:47])[O:48]2)[cH:39]1.[Cl:1][c:2]1[cH:3][c:4]2[c:5]([n:6][cH:7]1)[cH:8][cH:9][c:10]1[c:11]([c:12]2=[O:13])[cH:14][c:15]([CH:18]([CH2:19][N:20]2[CH2:21][CH2:22][N:23]([C:26](=[O:27])[O:28][C:29]([CH3:30])([CH3:31])[CH3:32])[CH2:24][CH2:25]2)[OH:33])[cH:16][cH:17]1.[F-:49].[K+:50].[O:53]=[C:54]([CH:55]=[CH:56][c:57]1[cH:58][cH:59][cH:60][cH:61][cH:62]1)[CH:63]=[CH:64][c:65]1[cH:66][cH:67][cH:68][cH:69][cH:70]1.[O:71]=[C:72]([CH:73]=[CH:74][c:75]1[cH:76][cH:77][cH:78][cH:79][cH:80]1)[CH:81]=[CH:82][c:83]1[cH:84][cH:85][cH:86][cH:87][cH:88]1.[O:89]=[C:90]([CH:91]=[CH:92][c:93]1[cH:94][cH:95][cH:96][cH:97][cH:98]1)[CH:99]=[CH:100][c:101]1[cH:102][cH:103][cH:104][cH:105][cH:106]1.[Pd:51].[Pd:52]>>[c:2]1(-[c:38]2[cH:37][n:36][n:35]([CH3:34])[cH:39]2)[cH:3][c:4]2[c:5]([n:6][cH:7]1)[cH:8][cH:9][c:10]1[c:11]([c:12]2=[O:13])[cH:14][c:15]([CH:18]([CH2:19][N:20]2[CH2:21][CH2:22][N:23]([C:26](=[O:27])[O:28][C:29]([CH3:30])([CH3:31])[CH3:32])[CH2:24][CH2:25]2)[OH:33])[cH:16][cH:17]1.